This data is from the Open Reaction Database (ORD), a public repository of structured organic reaction records. The task is: describe an organic reaction: reactants, conditions, products, and yield Starting materials: ClC1=NC=NC(=C1CC(C)C)N1CCC(CC1)C1=CC=C2CCCNC2=N1 (4-chloro-5-isobutyl-6-[4-(1,2,3,4-tetrahydro-1,8-naphthyridin-7-yl)-1-piperidinyl]-pyrimidine), CC(C)(C)OC([C@@H](NC(=O)OCC1=CC=CC=C1)CN)=O ((1,1-dimethylethyl)3-amino-N-[(phenylmethoxy)carbonyl]alaninate), [F-].[Cs+] (caesium fluoride), C1(=CC=CC=C1)P(C1=C(C2=CC=CC=C2C=C1)C1=C(C=CC2=CC=CC=C12)P(C1=CC=CC=C1)C1=CC=CC=C1)C1=CC=CC=C1 (2,2′-bis(diphenyl-phosphino)-1,1′-binaphthyl). Reagents/catalysts: C=1C=CC(=CC1)/C=C/C(=O)/C=C/C2=CC=CC=C2.C=1C=CC(=CC1)/C=C/C(=O)/C=C/C2=CC=CC=C2.C=1C=CC(=CC1)/C=C/C(=O)/C=C/C2=CC=CC=C2.[Pd].[Pd] (tris(dibenzylideneacetone)dipalladium(0)). Run in O1CCOCC1 (dioxane). Product: CC(C)(C)OC([C@@H](NC(=O)OCC1=CC=CC=C1)CNC1=NC=NC(=C1CC(C)C)N1CCC(CC1)C1=CC=C2CCCNC2=N1)=O ((1,1-dimethylethyl)3-[[5-isobutyl-6-[4-(1,2,3,4-tetrahydro-1,8-naphthyridin-7-yl)-1-piperidinyl]-4-pyrimidinyl]amino]-N-[(phenylmethoxy)carbonyl]alaninate). The yield is 83.6%. Reaction SMILES: Cl[C:2]1[C:7]([CH2:8][CH:9]([CH3:11])[CH3:10])=[C:6]([N:12]2[CH2:17][CH2:16][CH:15]([C:18]3[N:27]=[C:26]4[C:21]([CH2:22][CH2:23][CH2:24][NH:25]4)=[CH:20][CH:19]=3)[CH2:14][CH2:13]2)[N:5]=[CH:4][N:3]=1.[CH3:28][C:29]([O:32][C:33](=[O:48])[C@H:34]([CH2:46][NH2:47])[NH:35][C:36]([O:38][CH2:39][C:40]1[CH:45]=[CH:44][CH:43]=[CH:42][CH:41]=1)=[O:37])([CH3:31])[CH3:30].[F-].[Cs+].C1(P(C2C=CC=CC=2)C2C=CC3C(=CC=CC=3)C=2C2C3C(=CC=CC=3)C=CC=2P(C2C=CC=CC=2)C2C=CC=CC=2)C=CC=CC=1>O1CCOCC1.C1C=CC(/C=C/C(/C=C/C2C=CC=CC=2)=O)=CC=1.C1C=CC(/C=C/C(/C=C/C2C=CC=CC=2)=O)=CC=1.C1C=CC(/C=C/C(/C=C/C2C=CC=CC=2)=O)=CC=1.[Pd].[Pd]>[CH3:31][C:29]([O:32][C:33](=[O:48])[C@H:34]([CH2:46][NH:47][C:2]1[C:7]([CH2:8][CH:9]([CH3:11])[CH3:10])=[C:6]([N:12]2[CH2:17][CH2:16][CH:15]([C:18]3[N:27]=[C:26]4[C:21]([CH2:22][CH2:23][CH2:24][NH:25]4)=[CH:20][CH:19]=3)[CH2:14][CH2:13]2)[N:5]=[CH:4][N:3]=1)[NH:35][C:36]([O:38][CH2:39][C:40]1[CH:45]=[CH:44][CH:43]=[CH:42][CH:41]=1)=[O:37])([CH3:28])[CH3:30] |f:2.3,6.7.8.9.10|. Procedure: A mixture of 450 mg (1.17 mmoles) of 4-chloro-5-isobutyl-6-[4-(1,2,3,4-tetrahydro-1,8-naphthyridin-7-yl)-1-piperidinyl]-pyrimidine, 413 mg (1.4 mmoles) of (1,1-dimethylethyl)3-amino-N-[(phenylmethoxy)carbonyl]alaninate (prepared according to J. Med. Chem.(2001), 44(8), 1158-1176), 275 mg (1.81 mmoles) of caesium fluoride, 55 mg (0.060 mmole) of tris(dibenzylideneacetone)dipalladium(0), 75 mg (0.12 mmole) of 2,2′-bis(diphenyl-phosphino)-1,1′-binaphthyl in 35 ml of dioxane is heated under reflux f...